This data is from the Open Reaction Database (ORD), a public repository of structured organic reaction records. The task is: describe an organic reaction: reactants, conditions, products, and yield Starting materials: CC(C)OC(=O)/N=N/C(=O)OC(C)C (diisopropylazodicarboxylate), C1(CCCCC1)NC(=O)C=1N(N=C(C1)C)C1=CC=C(C=C1)O (2-(4-hydroxyphenyl)-5-methyl-2H-pyrazole-3-carboxylic acid cyclohexylamide), C1(=CC=CC=C1)P(C1=CC=CC=C1)C1=CC=CC=C1 (triphenylphosphine), C(C)(C)(C)OC(=O)N1CCC(CC1)O (1-tert-butoxycarbonyl-4-hydroxypiperidine). Solvent: O1CCCC1 (tetrahydrofuran). Conditions: time 8 hour. The product is C(C)(C)(C)OC(=O)N1CCC(CC1)OC1=CC=C(C=C1)N1N=C(C=C1C(NC1CCCCC1)=O)C (4-[4-(5-Cyclohexylcarbamoyl-3-methylpyrazol-1-yl)phenoxy]piperidine-1-carboxylic acid tert-butyl ester). RXN SMILES: [CH:1]1([NH:7][C:8]([C:10]2[N:11]([C:16]3[CH:21]=[CH:20][C:19]([OH:22])=[CH:18][CH:17]=3)[N:12]=[C:13]([CH3:15])[CH:14]=2)=[O:9])[CH2:6][CH2:5][CH2:4][CH2:3][CH2:2]1.C1(P(C2C=CC=CC=2)C2C=CC=CC=2)C=CC=CC=1.[C:42]([O:46][C:47]([N:49]1[CH2:54][CH2:53][CH:52](O)[CH2:51][CH2:50]1)=[O:48])([CH3:45])([CH3:44])[CH3:43].CC(OC(/N=N/C(OC(C)C)=O)=O)C>O1CCCC1>[C:42]([O:46][C:47]([N:49]1[CH2:54][CH2:53][CH:52]([O:22][C:19]2[CH:20]=[CH:21][C:16]([N:11]3[C:10]([C:8](=[O:9])[NH:7][CH:1]4[CH2:2][CH2:3][CH2:4][CH2:5][CH2:6]4)=[CH:14][C:13]([CH3:15])=[N:12]3)=[CH:17][CH:18]=2)[CH2:51][CH2:50]1)=[O:48])([CH3:45])([CH3:43])[CH3:44]. Procedure: To a solution of 2-(4-hydroxyphenyl)-5-methyl-2H-pyrazole-3-carboxylic acid cyclohexylamide (300 mg, 1.00 mmol) and triphenylphosphine (291 mg, 1.11 mmol) in tetrahydrofuran (5 mL) was added 1-tert-butoxycarbonyl-4-hydroxypiperidine (221 mg, 1.10 mmol) followed by dropwise addition of diisopropylazodicarboxylate (216 μL, 1.10 mmol). The solution was stirred at room temperature overnight, concentrated and dissolved in ethyl acetate. The ethyl acetate was washed with water, dried (MgSO4) and conce... Reactants: BrC=1C=NC(=NC1)C(=O)O (5-bromopyrimidine-2-carboxylic acid), C1(=CC=CC=C1)B(O)O (phenylboronic acid), C(O)([O-])=O.[Na+] (sodium hydrogencarbonate). Reagents/catalysts: [Pd] (palladium). Run in COCCOC (ethylene glycol dimethyl ether), C([O-])([O-])=O.[Na+].[Na+] (sodium carbonate), O (water). Reaction conditions: temperature 80 celsius, time 5 hour. Product: C1(=CC=CC=C1)C=1C=NC(=NC1)C(=O)O (5-Phenylpyrimidine-2-carboxylic acid). Isolated yield 74.1%. As a reaction SMILES: Br[C:2]1[CH:3]=[N:4][C:5]([C:8]([OH:10])=[O:9])=[N:6][CH:7]=1.[C:11]1(B(O)O)[CH:16]=[CH:15][CH:14]=[CH:13][CH:12]=1.C(=O)([O-])O.[Na+]>COCCOC.C(=O)([O-])[O-].[Na+].[Na+].O.[Pd]>[C:11]1([C:2]2[CH:3]=[N:4][C:5]([C:8]([OH:10])=[O:9])=[N:6][CH:7]=2)[CH:16]=[CH:15][CH:14]=[CH:13][CH:12]=1 |f:2.3,5.6.7|. Procedure details: To a solution of 5-bromopyrimidine-2-carboxylic acid (5.01 g) and phenylboronic acid (3.61 g) in ethylene glycol dimethyl ether (150 ml), 2M aqueous sodium carbonate solution (100 ml) and tetralcistriphenylphosphine palladium (1.42 g) were added and stirred for 5 hours at 80° C. To the reaction liquid aqueous sodium hydrogencarbonate solution was added, diluted with water and washed with diethyl ether. To the aqueous layer 10% aqueous phosphoric acid was added to drop pH of the system to 4, foll... The reactants are C(C)OC(CNS(=O)(=O)C1=CN=C(S1)NC(=O)N([C@@H]1CC[C@H](CC1)C)CCC(C)C)=O ({2-[3-(3-methyl-butyl)-3-(trans-4-methyl-cyclohexyl)-ureido]-thiazole-5-sulfonylamino}-acetic acid ethyl ester), [OH-].[Na+] (NaOH). The solvent is CO (MeOH). The product is CC(CCN(C(NC=1SC(=CN1)S(=O)(=O)NCC(=O)O)=O)C1CCC(CC1)C)C ({2-[3-(3-methyl-butyl)-3-(4-methyl-cyclohexyl)-ureido]-thiazole-5-sulfonylamino}-acetic acid). As a reaction SMILES: C([O:3][C:4](=[O:31])[CH2:5][NH:6][S:7]([C:10]1[S:14][C:13]([NH:15][C:16]([N:18]([CH2:26][CH2:27][CH:28]([CH3:30])[CH3:29])[C@H:19]2[CH2:24][CH2:23][C@H:22]([CH3:25])[CH2:21][CH2:20]2)=[O:17])=[N:12][CH:11]=1)(=[O:9])=[O:8])C.[OH-].[Na+]>CO>[CH3:29][CH:28]([CH3:30])[CH2:27][CH2:26][N:18]([CH:19]1[CH2:24][CH2:23][CH:22]([CH3:25])[CH2:21][CH2:20]1)[C:16](=[O:17])[NH:15][C:13]1[S:14][C:10]([S:7]([NH:6][CH2:5][C:4]([OH:31])=[O:3])(=[O:8])=[O:9])=[CH:11][N:12]=1 |f:1.2|. Procedure details: {2-[3-(3-methyl-butyl)-3-(trans-4-methyl-cyclohexyl)-ureido]-thiazole-5-sulfonylamino}-acetic acid ethyl ester was dissolved in MeOH and treated with 15 equivalents of 1N NaOH for 2 days at room temperature. MeOH was removed by evaporation. Addition of 1N HCl to pH<1 caused precipitation. The precipitate was isolated by filtration, washed with water and dried to give {2-[3-(3-methyl-butyl)-3-(4-methyl-cyclohexyl)-ureido]-thiazole-5-sulfonylamino}-acetic acid as crystals. Starting materials: ClCCl, CC(C=CC1=C(C)C(=O)CC1(C)C)=CC=CC(C)=CCO. Product: CC(C=CC=C(C)C=CC1=C(C)C(=O)CC1(C)C)=CC=O. Reaction SMILES: [CH2:22]([Cl:23])[Cl:24].[O:1]=[C:2]1[C:3]([CH3:21])=[C:4]([CH:9]=[CH:10][C:11](=[CH:12][CH:13]=[CH:14][C:15](=[CH:16][CH2:17][OH:18])[CH3:19])[CH3:20])[C:5]([CH3:7])([CH3:8])[CH2:6]1>>[O:1]=[C:2]1[C:3]([CH3:21])=[C:4]([CH:9]=[CH:10][C:11](=[CH:12][CH:13]=[CH:14][C:15](=[CH:16][CH:17]=[O:18])[CH3:19])[CH3:20])[C:5]([CH3:7])([CH3:8])[CH2:6]1. Reactants: BrB(Br)Br, COc1cccc(Sc2c(C(C)C)nc(CO)n2Cc2ccncc2)c1, ClCCl. Yields the product CC(C)c1nc(CO)n(Cc2ccncc2)c1Sc1cccc(O)c1. As a reaction SMILES: [B:27]([Br:28])([Br:29])[Br:30].[CH:1]([CH3:2])([CH3:3])[c:4]1[n:5][c:6]([CH2:25][OH:26])[n:7]([CH2:18][c:19]2[cH:20][cH:21][n:22][cH:23][cH:24]2)[c:8]1[S:9][c:10]1[cH:11][c:12]([O:16][CH3:17])[cH:13][cH:14][cH:15]1.[Cl:31][CH2:32][Cl:33]>>[CH:1]([CH3:2])([CH3:3])[c:4]1[n:5][c:6]([CH2:25][OH:26])[n:7]([CH2:18][c:19]2[cH:20][cH:21][n:22][cH:23][cH:24]2)[c:8]1[S:9][c:10]1[cH:11][c:12]([OH:16])[cH:13][cH:14][cH:15]1. Reactants: ClC1=CC=C(C=C1)C1(CCCCC1)N1C[C@H](NCC1)C ((R)-1-(1-(4-chlorophenyl)cyclohexyl)-3-methylpiperazine), C(C=O)(=O)OC (methyl glyoxalate), C(C)(=O)O (acetic acid), [BH-](OC(=O)C)(OC(=O)C)OC(=O)C.[Na+] (Na(OAc)3BH). Run in O (water), ClCCl (dichloromethane). Reaction conditions: time 12 hour. The product is ClC1=CC=C(C=C1)C1(CCCCC1)N1C[C@H](N(CC1)CC(=O)OC)C ((R)-methyl 2-(4-(1-(4-chlorophenyl)cyclohexyl)-2-methyl-piperazin-1-yl)acetate). Yield: 65.5%. As a reaction SMILES: [Cl:1][C:2]1[CH:7]=[CH:6][C:5]([C:8]2([N:14]3[CH2:19][CH2:18][NH:17][C@H:16]([CH3:20])[CH2:15]3)[CH2:13][CH2:12][CH2:11][CH2:10][CH2:9]2)=[CH:4][CH:3]=1.[C:21]([O:25][CH3:26])(=[O:24])[CH:22]=O.C(O)(=O)C.[BH-](OC(C)=O)(OC(C)=O)OC(C)=O.[Na+]>ClCCl.O>[Cl:1][C:2]1[CH:7]=[CH:6][C:5]([C:8]2([N:14]3[CH2:19][CH2:18][N:17]([CH2:22][C:21]([O:25][CH3:26])=[O:24])[C@H:16]([CH3:20])[CH2:15]3)[CH2:13][CH2:12][CH2:11][CH2:10][CH2:9]2)=[CH:4][CH:3]=1 |f:3.4|. Reported procedure: To a solution of (R)-1-(1-(4-chlorophenyl)cyclohexyl)-3-methylpiperazine (0.6 g, 2.05 mmol) in dichloromethane at room temperature were added methyl glyoxalate (0.23 g, 2.61 mmol), acetic acid (0.18 g, 3 mmol) and Na(OAc)3BH (1.08 g, 5.1 mmol). The reaction mixture was stirred at room temperature for 12 h. The reaction mixture was diluted with water and extracted with ethyl acetate. The organic layer was dried over anhydrous sodium sulfate and concentrated under reduced pressure to afford the cr... Starting materials: C1(=CC=CC=C1)[C@H](C)NC1=NC=CC(=N1)N1C=NC2=C1C=CC(=C2)C=2N=NC(=CC2)Cl (2-[(S)-1-phenylethylamino]-4-[5-(6-chloropyridazin-3-yl)-benzimidazol-1-yl]pyrimidine), [H][H] (hydrogen). The reagents and catalysts are [Pd] (Pd/C). The solvent is C(C)O (ethanol), C1CCOC1 (THF). Run at time 20 hour. The product is C1(=CC=CC=C1)[C@H](C)NC1=NC=CC(=N1)N1C=NC2=C1C=CC(=C2)C=2N=NC=CC2 (2-[(S)-1-phenylethylamino]-4-[5-(pyridazin-3-yl)benzimidazol-1-yl]pyrimidine). Isolated yield 9.1%. As a reaction SMILES: [C:1]1([C@@H:7]([NH:9][C:10]2[N:15]=[C:14]([N:16]3[C:20]4[CH:21]=[CH:22][C:23]([C:25]5[N:26]=[N:27][C:28](Cl)=[CH:29][CH:30]=5)=[CH:24][C:19]=4[N:18]=[CH:17]3)[CH:13]=[CH:12][N:11]=2)[CH3:8])[CH:6]=[CH:5][CH:4]=[CH:3][CH:2]=1.[H][H]>C(O)C.C1COCC1.[Pd]>[C:1]1([C@@H:7]([NH:9][C:10]2[N:15]=[C:14]([N:16]3[C:20]4[CH:21]=[CH:22][C:23]([C:25]5[N:26]=[N:27][CH:28]=[CH:29][CH:30]=5)=[CH:24][C:19]=4[N:18]=[CH:17]3)[CH:13]=[CH:12][N:11]=2)[CH3:8])[CH:2]=[CH:3][CH:4]=[CH:5][CH:6]=1. Reported procedure: 2-[(S)-1-phenylethylamino]-4-[5-(6-chloropyridazin-3-yl)-benzimidazol-1-yl]pyrimidine (24.0 mg) was dissolved in 2 mL ethanol and 2 mL THF. Added 10%Pd/C (23.0 mg), fitted the system with a balloon of hydrogen and purged 3 times, and the system was left stirring for 20 h at room temperature. No apparent progress at this point so 1-drop of glacial acetic acid was added and refitted with the balloon and purged. Stirred approximately 20 h longer then filtered off the catalyst, the solvent was remov... Conditions: time 15 hour. The reactants are BrC1=C(C=CC=C1)C(F)(F)Br (1-Bromo-2-[bromo(difluoro)methyl]benzene), FC(C1=CC=C(C=C1)C1=CC=C(C=C1)O)(F)F (4′-(trifluoromethyl)[1,1′-biphenyl]-4-ol), [H][H] (hydrogen), [H-].[Na+] (sodium hydride). RXN SMILES: [F:1][C:2]([F:17])([F:16])[C:3]1[CH:8]=[CH:7][C:6]([C:9]2[CH:14]=[CH:13][C:12]([OH:15])=[CH:11][CH:10]=2)=[CH:5][CH:4]=1.[H-].[Na+].[H][H].[Br:22][C:23]1[CH:28]=[CH:27][CH:26]=[CH:25][C:24]=1[C:29](Br)([F:31])[F:30]>CN(C=O)C>[F:1][C:2]([F:16])([F:17])[C:3]1[CH:8]=[CH:7][C:6]([C:9]2[CH:14]=[CH:13][C:12]([O:15][C:29]([C:24]3[CH:25]=[CH:26][CH:27]=[CH:28][C:23]=3[Br:22])([F:31])[F:30])=[CH:11][CH:10]=2)=[CH:5][CH:4]=1.[Br:22][C:23]1[CH:28]=[CH:27][CH:26]=[CH:25][C:24]=1[C:29]([F:31])([F:30])[O:15][C:12]1[CH:13]=[CH:14][C:9]([C:6]2[CH:7]=[CH:8][C:3]([C:2]([F:16])([F:17])[F:1])=[CH:4][CH:5]=2)=[CH:10][CH:11]=1 |f:1.2,6.7|. Procedure details: To a cooled (0° C.) solution of 4′-(trifluoromethyl)[1,1′-biphenyl]-4-ol (178 mg, 0.75 mmol) in DMF was added sodium hydride (27.0 mg, 1.12 mmol). Once the hydrogen evolution subsided, the reaction mixture was allowed to warm to ambient temperature. The title compound from Example 303 Step A (373 mg, 1.30 mmol) was then added to the reaction flask, and the reaction mixture was stirred at 60° C. After 15 h, the reaction mixture was quenched by addition of 2 N aqueous HCl. The aqueous phase was ex... Solvent: CN(C)C=O (DMF). Yields the product FC(C1=CC=C(C=C1)C1=CC=C(C=C1)OC(F)(F)C1=C(C=CC=C1)Br)(F)F.BrC1=C(C=CC=C1)C(OC1=CC=C(C=C1)C1=CC=C(C=C1)C(F)(F)F)(F)F ((2-Bromophenyl)(difluoro)methyl 4′-(trifluoromethyl)biphenyl-4-yl ether 4-[(2-bromophenyl)(difluoro)methoxy]-4′-(trifluoromethyl)biphenyl). The reactants are C[Si](C)(C)[N-][Si](C)(C)C, CI, CC(C1CCN(C(=O)OC(C)(C)C)CC1)S(=O)(=O)c1cccc(C(F)(F)F)n1, [Na+], C1CCOC1. The product is CC(C)(C)OC(=O)N1CCC(C(C)(C)S(=O)(=O)c2cccc(C(F)(F)F)n2)CC1. RXN SMILES: [CH3:29][Si:30]([N-:31][Si:32]([CH3:33])([CH3:34])[CH3:35])([CH3:36])[CH3:37].[CH3:39][I:40].[F:1][C:2]([c:3]1[cH:4][cH:5][cH:6][c:7]([S:9](=[O:10])(=[O:11])[CH:12]([CH3:13])[CH:14]2[CH2:15][CH2:16][N:17]([C:20](=[O:21])[O:22][C:23]([CH3:24])([CH3:25])[CH3:26])[CH2:18][CH2:19]2)[n:8]1)([F:27])[F:28].[Na+:38].[O:41]1[CH2:42][CH2:43][CH2:44][CH2:45]1>>[F:1][C:2]([c:3]1[cH:4][cH:5][cH:6][c:7]([S:9](=[O:10])(=[O:11])[C:12]([CH3:13])([CH:14]2[CH2:15][CH2:16][N:17]([C:20](=[O:21])[O:22][C:23]([CH3:24])([CH3:25])[CH3:26])[CH2:18][CH2:19]2)[CH3:29])[n:8]1)([F:27])[F:28]. The reactants are Cl (hydrochloric acid), C(C)OC(=O)C=1C=C2CC(C(NC2=CC1)C1=CC(=CC=C1)N)(C)C (2-(3-amino-phenyl)-3,3-dimethyl-1,2,3,4-tetrahydro-quinoline-6-carboxylic acid ethyl ester). Run in CO (methanol), O1CCCC1 (tetrahydrofuran), [OH-].[Na+] (sodium hydroxide), O (water). Reaction conditions: temperature 60 celsius, time 16 hour. Product: NC=1C=C(C=CC1)C1NC2=CC=C(C=C2CC1(C)C)C(=O)O (2-(3-amino-phenyl)-3,3-dimethyl-1,2,3,4-tetrahydro-quinoline-6-carboxylic acid). Isolated yield 88.1%. Reaction SMILES: C([O:3][C:4]([C:6]1[CH:7]=[C:8]2[C:13](=[CH:14][CH:15]=1)[NH:12][CH:11]([C:16]1[CH:21]=[CH:20][CH:19]=[C:18]([NH2:22])[CH:17]=1)[C:10]([CH3:24])([CH3:23])[CH2:9]2)=[O:5])C.Cl>CO.O1CCCC1.[OH-].[Na+].O>[NH2:22][C:18]1[CH:17]=[C:16]([CH:11]2[C:10]([CH3:23])([CH3:24])[CH2:9][C:8]3[C:13](=[CH:14][CH:15]=[C:6]([C:4]([OH:5])=[O:3])[CH:7]=3)[NH:12]2)[CH:21]=[CH:20][CH:19]=1 |f:4.5|. Procedure: A mixture of 2-(3-amino-phenyl)-3,3-dimethyl-1,2,3,4-tetrahydro-quinoline-6-carboxylic acid ethyl ester (8.7 g, 26.8 mmol) in methanol (80 mL) and tetrahydrofuran (100 mL), 30% sodium hydroxide in water (50 mL) was stirred at 60° C. for 16 h. The mixture was neutralized with a 3 N aqueous hydrochloric acid solution and extracted with ethyl acetate (2×100 mL), washed with water, dried over anhydrous sodium sulfate and then concentrated in vacuo to afford 2-(3-amino-phenyl)-3,3-dimethyl-1,2,3,4-te...